From a dataset of the Open Reaction Database (ORD), a public repository of structured organic reaction records. describe an organic reaction: reactants, conditions, products, and yield Starting materials: COC=1C=C(C(=O)N2CCC(C3=CC(=CC=C23)C2=NNC(SC2C)=O)(C)C)C=CC1OC (3,6-dihydro-5-[1,2,3,4-tetrahydro-1-(3,4-dimethoxybenzoyl)-4,4-dimethyl-6-quinolyl]-6-methyl-2H-1,3,4-thiadiazin-2-one), N1=CC=CC=C1 (pyridine), ClC(=O)OCCN(CC)CC (2-(N,N-diethylamino)ethyl chloroformate). The solvent is ClCCl (dichloromethane), ClCCl (dichloromethane). Run at temperature 20 celsius, time 1 hour. The product is C(C)N(CC)CCOC(=O)N1C(SC(C(=N1)C=1C=C2C(CCN(C2=CC1)C(C1=CC(=C(C=C1)OC)OC)=O)(C)C)C)=O (3-[2-(N,N-diethylamino)ethoxycarbonyl]-5-[1,2,3,4-tetrahydro-1-(3,4-dimethoxybenzoyl)-4,4-dimethyl-6-quinolyl]-6-methyl-3,6-dihydro-2H-1,3,4-thiadiazin-2-one). Reaction SMILES: Cl[C:2]([O:4][CH2:5][CH2:6][N:7]([CH2:10][CH3:11])[CH2:8][CH3:9])=[O:3].[CH3:12][O:13][C:14]1[CH:15]=[C:16]([CH:39]=[CH:40][C:41]=1[O:42][CH3:43])[C:17]([N:19]1[C:28]2[C:23](=[CH:24][C:25]([C:29]3[CH:34]([CH3:35])[S:33][C:32](=[O:36])[NH:31][N:30]=3)=[CH:26][CH:27]=2)[C:22]([CH3:38])([CH3:37])[CH2:21][CH2:20]1)=[O:18].N1C=CC=CC=1>ClCCl>[CH2:8]([N:7]([CH2:6][CH2:5][O:4][C:2]([N:31]1[N:30]=[C:29]([C:25]2[CH:24]=[C:23]3[C:28](=[CH:27][CH:26]=2)[N:19]([C:17](=[O:18])[C:16]2[CH:39]=[CH:40][C:41]([O:42][CH3:43])=[C:14]([O:13][CH3:12])[CH:15]=2)[CH2:20][CH2:21][C:22]3([CH3:37])[CH3:38])[CH:34]([CH3:35])[S:33][C:32]1=[O:36])=[O:3])[CH2:10][CH3:11])[CH3:9]. Procedure details: 6 g of 2-(N,N-diethylamino)ethyl chloroformate dissolved in 50 ml of dichloromethane are added dropwise with stirring to a solution of 10 g of 3,6-dihydro-5-[1,2,3,4-tetrahydro-1-(3,4-dimethoxybenzoyl)-4,4-dimethyl-6-quinolyl]-6-methyl-2H-1,3,4-thiadiazin-2-one ("B") and 9.8 ml of pyridine in 100 ml of dichloromethane and the mixture is subsequently stirred at 20° C. for one hour. The solvent is removed and the mixture is worked up in the conventional manner to give 3-[2-(N,N-diethylamino)ethoxy... The reactants are [OH-].[K+] (KOH), C(C)(C)(C)OC(NC(CO)(C)C)=O ((2-Hydroxy-1,1-dimethyl-ethyl)-carbamic acid tert-butyl ester), S(=O)(=O)(OC)OC (dimethyl sulphate). Solvent: O1CCOCC1 (1,4-dioxane). Run at time 48 hour. Yields the product C(C)(C)(C)OC(NC(COC)(C)C)=O ((2-Methoxy-1,1-dimethyl-ethyl)-carbamic acid tert-butyl ester). Yield: 88.0%. As a reaction SMILES: [OH-].[K+].[C:3]([O:7][C:8](=[O:15])[NH:9][C:10]([CH3:14])([CH3:13])[CH2:11][OH:12])([CH3:6])([CH3:5])[CH3:4].S(OC)(O[CH3:20])(=O)=O>O1CCOCC1>[C:3]([O:7][C:8](=[O:15])[NH:9][C:10]([CH3:14])([CH3:13])[CH2:11][O:12][CH3:20])([CH3:6])([CH3:4])[CH3:5] |f:0.1|. Reported procedure: KOH (3.47 g, 61.82 mmol) was added to a solution of (2-Hydroxy-1,1-dimethyl-ethyl)-carbamic acid tert-butyl ester (Preparation 253, 3.9 g, 20.6 mmol) in 1,4-dioxane (30 mL) followed by the slow addition of dimethyl sulphate at room temperature. The mixture was further allowed to stir at room temperature for 48 hours. Reaction mass was filtered through a short pad of celite, washed with DCM (3×50 mL). The combined filtrate was washed with water (2×50 mL), brine (30 mL), dried over sodium sulphate... Reactants: CC(C)(C)OC(=O)c1cccc(C(c2ccccn2)C(O)C(=O)N2C(=O)OCC2Cc2ccccc2)c1, C1CCOC1, [Li+], [OH-], O, OO. As a reaction SMILES: [CH2:1]([CH:2]1[CH2:3][O:4][C:5](=[O:6])[N:7]1[C:14]([CH:15]([CH:16]([c:17]1[n:18][cH:19][cH:20][cH:21][cH:22]1)[c:23]1[cH:24][c:25]([C:26](=[O:27])[O:28][C:29]([CH3:30])([CH3:31])[CH3:32])[cH:33][cH:34][cH:35]1)[OH:36])=[O:37])[c:8]1[cH:9][cH:10][cH:11][cH:12][cH:13]1.[CH2:42]1[O:43][CH2:44][CH2:45][CH2:46]1.[Li+:41].[OH-:40].[OH2:47].[OH:38][OH:39]>>[C:14]([CH:15]([CH:16]([c:17]1[n:18][cH:19][cH:20][cH:21][cH:22]1)[c:23]1[cH:24][c:25]([C:26](=[O:27])[O:28][C:29]([CH3:30])([CH3:31])[CH3:32])[cH:33][cH:34][cH:35]1)[OH:36])(=[O:37])[OH:38]. Yields the product CC(C)(C)OC(=O)c1cccc(C(c2ccccn2)C(O)C(=O)O)c1. Starting materials: O1COC2=C1C=CC(=C2)CN2C(C1=CC=C(C=C1C(=C2CO)C2=CC=CC=C2)Br)=O (2-(benzo[1,3]dioxol-5-ylmethyl)-6-bromo-3-hydroxymethyl-4-phenyl-2H-isoquinolin-1-one), C(CCC)Br (n-butylbromide), crystals. The product is O1COC2=C1C=CC(=C2)CN2C(C1=CC=C(C=C1C(=C2COCCCC)C2=CC=CC=C2)Br)=O (2-(benzo[1,3]dioxol-5-ylmethyl)-6-bromo-3-butoxymethyl-4-phenyl-2H-isoquinolin-1-one). RXN SMILES: [O:1]1[C:5]2[CH:6]=[CH:7][C:8]([CH2:10][N:11]3[C:20]([CH2:21][OH:22])=[C:19]([C:23]4[CH:28]=[CH:27][CH:26]=[CH:25][CH:24]=4)[C:18]4[C:13](=[CH:14][CH:15]=[C:16]([Br:29])[CH:17]=4)[C:12]3=[O:30])=[CH:9][C:4]=2[O:3][CH2:2]1.[CH2:31](Br)[CH2:32][CH2:33][CH3:34]>>[O:1]1[C:5]2[CH:6]=[CH:7][C:8]([CH2:10][N:11]3[C:20]([CH2:21][O:22][CH2:31][CH2:32][CH2:33][CH3:34])=[C:19]([C:23]4[CH:28]=[CH:27][CH:26]=[CH:25][CH:24]=4)[C:18]4[C:13](=[CH:14][CH:15]=[C:16]([Br:29])[CH:17]=4)[C:12]3=[O:30])=[CH:9][C:4]=2[O:3][CH2:2]1. Reported procedure: The present compound was synthesized by a method similar to that in Example 240 and using 2-(benzo[1,3]dioxol-5-ylmethyl)-6-bromo-3-hydroxymethyl-4-phenyl-2H-isoquinolin-1-one (250 mg) and n-butylbromide. Colorless crystals (120 mg). The reactants are [OH-].[Na+] (sodium hydroxide), NCC1=CN=C(S1)Cl (5-aminomethyl-2-chlorothiazole), aqueous solution, COC(N[N+](=O)[O-])=N (O-methyl-N-nitroisourea), Cl (hydrochloric acid), [Cl-].[Na+] (sodium chloride). Run in O (water). Reaction conditions: time 8 hour. Yields the product COC(NCC1=CN=C(S1)Cl)=N[N+](=O)[O-] (O-methyl-N-(2-chloro-5-thiazolylmethyl)-N'-nitroisourea). Isolated yield 64.1%. RXN SMILES: [CH3:1][O:2][C:3](=[NH:8])[NH:4][N+:5]([O-:7])=[O:6].Cl.[Cl-].[Na+].N[CH2:13][C:14]1[S:18][C:17]([Cl:19])=[N:16][CH:15]=1.[OH-].[Na+]>O>[CH3:1][O:2][C:3](=[N:4][N+:5]([O-:7])=[O:6])[NH:8][CH2:13][C:14]1[S:18][C:17]([Cl:19])=[N:16][CH:15]=1 |f:2.3,5.6|. Reported procedure: To a mixture of O-methyl-N-nitroisourea (2.0 g, 0.0168 mol), 36% hydrochloric acid (1.5 ml), sodium chloride (8.0 g), and water (40 ml) was added 5-aminomethyl-2-chlorothiazole (2.5 g, 0.0168 mol) at 20° C. This mixture was adjusted to pH 7 with 30% aqueous solution of sodium hydroxide and stirred at room temperature for 8 hours, after which it was extracted with dichloromethane. The extract was dried over anhydrous magnesium sulfate and concentrated to provide 2.7 g (64.1% yield) of O-methyl-N-... Starting materials: OBO, Cc1ccc(N)c(Br)c1, Fc1ccccc1Cl. The product is Cc1ccc(N)c(-c2ccc(F)c(Cl)c2)c1. RXN SMILES: [BH:10]([OH:11])[OH:12].[Br:1][c:2]1[c:3]([NH2:4])[cH:5][cH:6][c:7]([CH3:9])[cH:8]1.[Cl:13][c:14]1[cH:15][cH:16][cH:17][cH:18][c:19]1[F:20]>>[c:2]1(-[c:16]2[cH:15][c:14]([Cl:13])[c:19]([F:20])[cH:18][cH:17]2)[c:3]([NH2:4])[cH:5][cH:6][c:7]([CH3:9])[cH:8]1.